From a dataset of the Open Reaction Database (ORD), a public repository of structured organic reaction records. describe an organic reaction: reactants, conditions, products, and yield Starting materials: Cl (hydrochloric acid), C1(CCCC1)CC(C(=O)OC)C1=CC=C(C=C1)S(=O)(=O)C1CC1 (methyl 3-cyclopentyl-2-[4-(cyclopropylsulfonyl)phenyl]propanoate), O1CCCC1 (tetrahydrofuran), [OH-].[Na+] (sodium hydroxide). Solvent: CO (methanol). Reaction conditions: temperature 50 celsius, time 3 hour. Yields the product C1(CCCC1)CC(C(=O)O)C1=CC=C(C=C1)S(=O)(=O)C1CC1 (3-cyclopentyl-2-[4-(cyclopropylsulfonyl)phenyl]propanoic acid). The yield is 89.4%. As a reaction SMILES: [CH:1]1([CH2:6][CH:7]([C:12]2[CH:17]=[CH:16][C:15]([S:18]([CH:21]3[CH2:23][CH2:22]3)(=[O:20])=[O:19])=[CH:14][CH:13]=2)[C:8]([O:10]C)=[O:9])[CH2:5][CH2:4][CH2:3][CH2:2]1.O1CCCC1.[OH-].[Na+].Cl>CO>[CH:1]1([CH2:6][CH:7]([C:12]2[CH:17]=[CH:16][C:15]([S:18]([CH:21]3[CH2:23][CH2:22]3)(=[O:19])=[O:20])=[CH:14][CH:13]=2)[C:8]([OH:10])=[O:9])[CH2:2][CH2:3][CH2:4][CH2:5]1 |f:2.3|. Procedure: To a solution of methyl 3-cyclopentyl-2-[4-(cyclopropylsulfonyl)phenyl]propanoate (1.95 g) in a mixed solvent of tetrahydrofuran (40 mL) and methanol (20 mL) was added 2N aqueous sodium hydroxide solution (10 mL), and the mixture was stirred at 50° C. for 3 hr. The reaction mixture was acidified with 1N hydrochloric acid, and the mixture was extracted with ethyl acetate. The extract was washed with saturated brine, dried over anhydrous magnesium sulfate and concentrated under reduced pressure. T... The reactants are ClC=1C(=NC=CC1)N1N=C(C=C1C1=NC2=C(C=C3C(=C2C(O1)=O)NN=C3)C#C)C(F)(F)F (7-[2-(3-chloro-pyridin-2-yl)-5-trifluoromethyl-2H-pyrazol-3-yl]-5-ethynyl-1H-8-oxa-1,2,6-triaza-cyclopenta[a]naphthalen-9-one), C(C)(C)N (isopropylamine), C(C)#N.O (acetonitrile water). Reaction conditions: time 4 hour. Yields the product C(C)(C)NC(=O)C=1C(=C(C=C2C=NNC12)C#N)NC(=O)C=1N(N=C(C1)C(F)(F)F)C1=NC=CC=C1Cl (6-{[2-(3-chloro-pyridin-2-yl)-5-trifluoromethyl-2H-pyrazole-3-carbonyl]-amino}-5-cyano-1H-indazole-7-carboxylic acid isopropylamide). Reaction SMILES: [Cl:1][C:2]1[C:3]([N:8]2[C:12]([C:13]3[O:22][C:21](=[O:23])[C:20]4[C:15](=[C:16](C#C)[CH:17]=[C:18]5[CH:26]=[N:25][NH:24][C:19]5=4)[N:14]=3)=[CH:11][C:10]([C:29]([F:32])([F:31])[F:30])=[N:9]2)=[N:4][CH:5]=[CH:6][CH:7]=1.[CH:33]([NH2:36])([CH3:35])[CH3:34].[C:37](#[N:39])C.O>>[CH:33]([NH:36][C:21]([C:20]1[C:15]([NH:14][C:13]([C:12]2[N:8]([C:3]3[C:2]([Cl:1])=[CH:7][CH:6]=[CH:5][N:4]=3)[N:9]=[C:10]([C:29]([F:32])([F:31])[F:30])[CH:11]=2)=[O:22])=[C:16]([C:37]#[N:39])[CH:17]=[C:18]2[C:19]=1[NH:24][N:25]=[CH:26]2)=[O:23])([CH3:35])[CH3:34] |f:2.3|. Reported procedure: To a mixture of 426 mg of the above 7-[2-(3-chloro-pyridin-2-yl)-5-trifluoromethyl-2H-pyrazol-3-yl]-5-ethynyl-1H-8-oxa-1,2,6-triaza-cyclopenta[a]naphthalen-9-one in 7 mL of 4:1 (v/v) mixture of acetonitrile/water is added 0.79 mL (9.3 mmol) of isopropylamine. The reaction mixture is stirred during 4 hours at ambient temperature and then concentrated in vacuo. After purification by flash chromatography (SiO2, hexane/ethyl acetate 4:1), 250 mg (38%) of product are obtained as a yellow solid; LC/MS... As a reaction SMILES: [CH2:1]1[N:6]2[C:7]3[C:12]([NH:13][C:14](=[O:15])[CH:5]2[CH2:4][NH:3][CH2:2]1)=[CH:11][CH:10]=[CH:9][CH:8]=3.Cl.[N:17]1[CH:22]=[CH:21][C:20]([CH2:23]Cl)=[CH:19][CH:18]=1.C(=O)([O-])[O-].[K+].[K+]>CC(C)=O>[N:17]1[CH:22]=[CH:21][C:20]([CH2:23][N:3]2[CH2:2][CH2:1][N:6]3[C:7]4[C:12]([NH:13][C:14](=[O:15])[CH:5]3[CH2:4]2)=[CH:11][CH:10]=[CH:9][CH:8]=4)=[CH:19][CH:18]=1 |f:1.2,3.4.5|. Product: N1=CC=C(C=C1)CN1CC2N(C3=CC=CC=C3NC2=O)CC1 (2,3,4,4a-Tetrahydro-3-[(4-Pyridinyl)Methyl]-1H-Pyrazino[1,2-a]Quinoxalin-5(6H)-One). The reactants are C1CNCC2N1C1=CC=CC=C1NC2=O (2,3,4,4a-tetrahydro-1H-pyrazino[1,2-a]quinoxalin-5(6H)-one), Cl.N1=CC=C(C=C1)CCl (4-picolyl chloride hydrochloride), C([O-])([O-])=O.[K+].[K+] (potassium carbonate). Solvent: CC(=O)C (acetone). Procedure details: A solution of 2,3,4,4a-tetrahydro-1H-pyrazino[1,2-a]quinoxalin-5(6H)-one 6.1 g. (0.03 mole) and 4.92 g. (0.03 mole) of 4-picolyl chloride hydrochloride, 10 g. of potassium carbonate, 0.5 ml. of tirethylamine in 200 ml. of acetone was refluxed for 40 hours with stirring. The reaction mixture was allowed to cool and the precipitate was filtered and washed with acetone. The acetone was removed under reduced pressure and the oily residue was dissolved in methylene chloride. This solution was washed ... Reactants: COC1=CC(C=C(C1)OC)CC1OCCO1 (2-(3,5-dimethoxycyclohexa-2,5-dienylmethyl)-[1,3]-dioxolane), C([O-])([O-])=O.[K+].[K+] (potassium carbonate). Solvent: Cl (hydrochloric acid), O1CCCC1 (tetrahydrofuran). Yields the product O1C(OCC1)CC1CC(CC(C1)=O)=O (5-([1,3]-dioxolan-2-ylmethyl)-cyclohexane-1,3-dione). As a reaction SMILES: C[O:2][C:3]1[CH2:8][C:7]([O:9]C)=[CH:6][CH:5]([CH2:11][CH:12]2[O:16][CH2:15][CH2:14][O:13]2)[CH:4]=1.C(=O)([O-])[O-].[K+].[K+]>Cl.O1CCCC1>[O:13]1[CH2:14][CH2:15][O:16][CH:12]1[CH2:11][CH:5]1[CH2:6][C:7](=[O:9])[CH2:8][C:3](=[O:2])[CH2:4]1 |f:1.2.3|. Procedure details: A solution of 2-(3,5-dimethoxycyclohexa-2,5-dienylmethyl)-[1,3]-dioxolane (730 mgs, 3.2 mmol) in a mixture of 10% aqueous hydrochloric acid (2.9 ml) and tetrahydrofuran (29 ml) is stirred at room temperature for ¾ hour. The reaction mixture is poured into an aqueous solution of saturated potassium carbonate and extracted with ethyl acetate. The organic extract is discarded. The aqueous extract is acidified with dilute aqueous hydrochloric acid and extracted with ethyl acetate. The organic extrac...